This data is from the Open Reaction Database (ORD), a public repository of structured organic reaction records. The task is: describe an organic reaction: reactants, conditions, products, and yield Starting materials: OC=1C=CC(=C(C=O)C1)[N+](=O)[O-] (5-hydroxy-2-nitrobenzaldehyde), C1COC(C)(CCCCl)O1 (5-chloro-2-pentanone ethylene ketal), C([O-])([O-])=O.[K+].[K+] (potassium carbonate), [O-]CC.[Na+] (sodium ethoxide), O=C1NC(C(N1)=O)P(OCC)(=O)OCC (diethyl 2,4-dioxoimidazolidine-5-phosphonate). Reagents/catalysts: [I-].[K+] (potassium iodide). Run in O (water), CN(C=O)C (dimethylformamide), C(C)O (ethanol). Conditions: temperature 120 celsius, time 4 hour. Product: CC1(OCCO1)CCCOC=1C=CC(=C(C1)C=C1C(NC(N1)=O)=O)[N+](=O)[O-] (5-[[5-[3-(2-methyl-1,3dioxolan-2-yl)propoxy]-2-nitrophenyl]methylene]-2,4-imidazolidinedione). The yield is 83.9%. RXN SMILES: [OH:1][C:2]1[CH:3]=[CH:4][C:5]([N+:10]([O-:12])=[O:11])=[C:6]([CH:9]=1)[CH:7]=O.[CH2:13]1[O:22][C:16]([CH2:18][CH2:19][CH2:20]Cl)([CH3:17])[O:15][CH2:14]1.C(=O)([O-])[O-].[K+].[K+].[O-]CC.[Na+].[O:33]=[C:34]1[NH:38][C:37](=[O:39])[CH:36](P(OCC)(=O)OCC)[NH:35]1>O.C(O)C.[I-].[K+].CN(C)C=O>[CH3:17][C:16]1([CH2:18][CH2:19][CH2:20][O:1][C:2]2[CH:3]=[CH:4][C:5]([N+:10]([O-:12])=[O:11])=[C:6]([CH:7]=[C:36]3[NH:35][C:34](=[O:33])[NH:38][C:37]3=[O:39])[CH:9]=2)[O:22][CH2:13][CH2:14][O:15]1 |f:2.3.4,5.6,10.11|. Procedure: A mixture of 5-hydroxy-2-nitrobenzaldehyde (20.00 g, 0.12 mole), 5-chloro-2-pentanone ethylene ketal (21.7 g, 0.132 mole), potassium carbonate (20.00 g, 0.14 mole), potassium iodide (0.5 g) and dimethylformamide (200 mL) was heated with stirring at 120° C. After 4 hours, the mixture was cooled, diluted with water and extracted with diethyl ether. The combined ethereal extracts were washed with water, dried over magnesium sulfate and the solvent evaporated. The residual oil comprised of 5-[3-(2-m... Reactants: Cc1nc(N)c2ncn(CCCCN)c2c1C, O=C=NC1CC1c1ccccc1. Product: Cc1nc(N)c2ncn(CCCCNC(=O)NC3CC3c3ccccc3)c2c1C. RXN SMILES: [NH2:13][CH2:14][CH2:15][CH2:16][CH2:17][n:18]1[cH:19][n:20][c:21]2[c:22]([NH2:29])[n:23][c:24]([CH3:28])[c:25]([CH3:27])[c:26]12.[c:1]1([CH:7]2[CH:8]([N:10]=[C:11]=[O:12])[CH2:9]2)[cH:2][cH:3][cH:4][cH:5][cH:6]1>>[c:1]1([CH:7]2[CH:8]([NH:10][C:11](=[O:12])[NH:13][CH2:14][CH2:15][CH2:16][CH2:17][n:18]3[cH:19][n:20][c:21]4[c:22]([NH2:29])[n:23][c:24]([CH3:28])[c:25]([CH3:27])[c:26]34)[CH2:9]2)[cH:2][cH:3][cH:4][cH:5][cH:6]1. Reactants: O=CO, [Na+], [OH-], CC1(O)CC2(C)C(=O)CCC2C2CCC3=CC(=O)CCC3(C)C21. Yields the product C=C1CC2(C)C(=O)CCC2C2CCC3=CC(=O)CCC3(C)C12. As a reaction SMILES: [CH:26]([OH:27])=[O:28].[Na+:25].[OH-:24].[OH:1][C:2]1([CH3:23])[CH:3]2[C:4]3([CH3:22])[CH2:5][CH2:6][C:7](=[O:21])[CH:8]=[C:9]3[CH2:10][CH2:11][CH:12]2[CH:13]2[CH2:14][CH2:15][C:16](=[O:20])[C:17]2([CH3:18])[CH2:19]1>>[C:2]1(=[CH2:23])[CH:3]2[C:4]3([CH3:22])[CH2:5][CH2:6][C:7](=[O:21])[CH:8]=[C:9]3[CH2:10][CH2:11][CH:12]2[CH:13]2[CH2:14][CH2:15][C:16](=[O:20])[C:17]2([CH3:18])[CH2:19]1. Reactants: CN1CC2C(CC1)(O2)C2=CC=CC=C2 (1-methyl-4-phenyl-3,4-epoxypiperidine), C(C1=CC=CC=C1)N (benzylamine). Solvent: C(CO)O (ethylene glycol). The product is CN1CC(C(CC1)(NCC1=CC=CC=C1)C1=CC=CC=C1)O (1-methyl-4-phenyl-4-(N-benzylamino)-3-hydroxy piperidine). Reaction SMILES: [CH3:1][N:2]1[CH2:7][CH2:6][C:5]2([C:9]3[CH:14]=[CH:13][CH:12]=[CH:11][CH:10]=3)[O:8][CH:4]2[CH2:3]1.[CH2:15]([NH2:22])[C:16]1[CH:21]=[CH:20][CH:19]=[CH:18][CH:17]=1>C(O)CO>[CH3:1][N:2]1[CH2:7][CH2:6][C:5]([C:9]2[CH:14]=[CH:13][CH:12]=[CH:11][CH:10]=2)([NH:22][CH2:15][C:16]2[CH:21]=[CH:20][CH:19]=[CH:18][CH:17]=2)[CH:4]([OH:8])[CH2:3]1. Reported procedure: A mixture comprising 3.7 g. of 1-methyl-4-phenyl-3,4-epoxypiperidine, 2.5 g. of benzylamine and 10 ml. of ethylene glycol was heated at 150° C. on an oil bath overnight. After work-up by the method described in Example 1, 5.45 g. of residue were obtained from which 4.11 g. of the desired free base 1-methyl-4-phenyl-4-(N-benzylamino)-3-hydroxy piperidine were isolated, this compound having a melting point of 162°-4° C. The reactants are COc1cc2oc(-c3ccc(OCc4ccccc4)cc3)cc(=O)c2c(OC)c1OC, CCO. Yields the product COc1cc2oc(-c3ccc(O)cc3)cc(=O)c2c(OC)c1OC. As a reaction SMILES: [CH2:1]([c:2]1[cH:3][cH:4][cH:5][cH:6][cH:7]1)[O:8][c:9]1[cH:10][cH:11][c:12](-[c:13]2[o:14][c:15]3[cH:16][c:17]([O:28][CH3:29])[c:18]([O:26][CH3:27])[c:19]([O:24][CH3:25])[c:20]3[c:21](=[O:23])[cH:22]2)[cH:30][cH:31]1.[CH3:32][CH2:33][OH:34]>>[OH:8][c:9]1[cH:10][cH:11][c:12](-[c:13]2[o:14][c:15]3[cH:16][c:17]([O:28][CH3:29])[c:18]([O:26][CH3:27])[c:19]([O:24][CH3:25])[c:20]3[c:21](=[O:23])[cH:22]2)[cH:30][cH:31]1. Reactants: Cl (hydrochloric acid), CC(=O)OCC1=C(N2[C@@H]([C@@H](C2=O)N)SC1)C(=O)O (7-amino-cephalosporanic acid), C(Cl)Cl (methylene chloride), C(C1=CC=CC=C1)(C1=CC=CC=C1)(C1=CC=CC=C1)NC=1SC=C(N1)C(C(=O)O)=NOCCN=[N+]=[N-].ON1N=NC2=C1C=CC=C2 (1-hydroxy-1H-benzotriazole 2-(2-tritylamino-4-thiazolyl)-2-(2-azidoethoxyimino)-acetate). Run in O (water), C(C)N(CC)CC (triethylamine). Reaction conditions: time 15 minute. Product: C(C)(=O)OCC=1CS[C@H]2N(C1C(=O)O)C(C2NC(C(=NOCCN=[N+]=[N-])C=2N=C(SC2)NC(C2=CC=CC=C2)(C2=CC=CC=C2)C2=CC=CC=C2)=O)=O.C(C)NCC (diethylamine 3-acetoxymethyl-7-[2-(2-tritylamino-4-thiazolyl)-2-(2-azidoethoxyimino)-acetamido]-ceph-3-eme-4-carboxylate). Reaction SMILES: [CH3:1][C:2]([O:4][CH2:5][C:6]1[CH2:15][S:14][C@@H:9]2[C@H:10]([NH2:13])[C:11](=[O:12])[N:8]2[C:7]=1[C:16]([OH:18])=[O:17])=[O:3].C(Cl)Cl.[C:22]([NH:41][C:42]1[S:43][CH:44]=[C:45]([C:47](=[N:51][O:52][CH2:53][CH2:54][N:55]=[N+:56]=[N-:57])[C:48](O)=[O:49])[N:46]=1)([C:35]1[CH:40]=[CH:39][CH:38]=[CH:37][CH:36]=1)([C:29]1[CH:34]=[CH:33][CH:32]=[CH:31][CH:30]=1)[C:23]1[CH:28]=[CH:27][CH:26]=[CH:25][CH:24]=1.ON1C2C=CC=CC=2N=N1.Cl>O.C(N(CC)CC)C>[C:2]([O:4][CH2:5][C:6]1[CH2:15][S:14][C@@H:9]2[CH:10]([NH:13][C:48](=[O:49])[C:47]([C:45]3[N:46]=[C:42]([NH:41][C:22]([C:23]4[CH:24]=[CH:25][CH:26]=[CH:27][CH:28]=4)([C:35]4[CH:36]=[CH:37][CH:38]=[CH:39][CH:40]=4)[C:29]4[CH:34]=[CH:33][CH:32]=[CH:31][CH:30]=4)[S:43][CH:44]=3)=[N:51][O:52][CH2:53][CH2:54][N:55]=[N+:56]=[N-:57])[C:11](=[O:12])[N:8]2[C:7]=1[C:16]([OH:18])=[O:17])(=[O:3])[CH3:1].[CH2:7]([NH:8][CH2:9][CH3:10])[CH3:6] |f:2.3,7.8|. Procedure details: A mixture of 2.54 g of 7-amino-cephalosporanic acid, 25 ml of anhydrous methylene chloride and 2.6 ml of triethylamine was stirred at room temperature for 15 minutes and then 6.02 g of 1-hydroxy-1H-benzotriazole 2-(2-tritylamino-4-thiazolyl)-2-(2-azidoethoxyimino)-acetate were added thereto. The mixture was stirred at room temperature for 45 hours and 25 ml of water and 5 ml of N hydrochloric acid were added thereto. The decanted organic phase was washed with water, dried and evaporated to dryne... Reactants: BrC=1C=C(C=O)C=C(C1)F (3-bromo-5-fluorobenzaldehyde), C(CC(=O)O)(=O)O (propanedioic acid), C(C)(=O)[O-].[NH4+] (ammonium acetate). Solvent: C(C)O (ethanol). The product is NC(CC(=O)O)C1=CC(=CC(=C1)F)Br (3-amino-3-(3-bromo-5-fluorophenyl)propionic acid). Isolated yield 14.4%. As a reaction SMILES: [Br:1][C:2]1[CH:3]=[C:4]([CH:7]=[C:8]([F:10])[CH:9]=1)[CH:5]=O.[C:11]([OH:17])(=[O:16])[CH2:12]C(O)=O.C([O-])(=O)C.[NH4+:22]>C(O)C>[NH2:22][CH:5]([C:4]1[CH:7]=[C:8]([F:10])[CH:9]=[C:2]([Br:1])[CH:3]=1)[CH2:12][C:11]([OH:17])=[O:16] |f:2.3|. Procedure: 4.72 g (23.25 mmol) 3-bromo-5-fluorobenzaldehyde were suspended in 10 ml ethanol. 2.42 g (23.25 mmol) propanedioic acid and 3.76 g (48.82 mmol) ammonium acetate were added. The mixture was refluxed for 5 hours and after cooling to room temperature filtrated. The residue was washed with cold ethanol and dried in vacuum at 30° C. to give 880 mg (13%) 3-amino-3-(3-bromo-5-fluorophenyl)propionic acid. The filtrate was concentrated and crystallized from ethanol to give further 706 mg (12%) 3-amino-3-...